describe an organic reaction: reactants, conditions, products, and yield From a dataset of the Open Reaction Database (ORD), a public repository of structured organic reaction records. Reaction SMILES: [C:1]([CH3:2])([CH3:3])([CH3:4])[O:5][C:6](=[O:7])[N:8]1[CH:9]([C:26]([NH:27][C:28]2([C:33](=[O:34])[OH:35])[CH:29]([CH:31]=[CH2:32])[CH2:30]2)=[O:36])[CH2:10][CH:11]([O:13][c:14]2[n:15][cH:16][cH:17][c:18]3[cH:19][c:20]([O:24][CH3:25])[cH:21][cH:22][c:23]23)[CH2:12]1.[CH:37]([CH3:38])([CH3:39])[C:40]1([O:43][S:44]([NH2:45])(=[O:46])=[O:47])[CH2:41][CH2:42]1.[CH:59]([C:60]1([OH:61])[CH2:62][CH2:63]1)([CH3:64])[CH3:65].[c:48]1([O:49][S:50](=[O:51])(=[O:52])[NH2:53])[cH:54][cH:55][cH:56][cH:57][cH:58]1>>[C:1]([CH3:2])([CH3:3])([CH3:4])[O:5][C:6](=[O:7])[N:8]1[CH:9]([C:26]([NH:27][C:28]2([C:33](=[O:35])[NH:45][S:44]([O:43][C:40]3([CH:37]([CH3:38])[CH3:39])[CH2:41][CH2:42]3)(=[O:46])=[O:47])[CH:29]([CH:31]=[CH2:32])[CH2:30]2)=[O:36])[CH2:10][CH:11]([O:13][c:14]2[n:15][cH:16][cH:17][c:18]3[cH:19][c:20]([O:24][CH3:25])[cH:21][cH:22][c:23]23)[CH2:12]1. Product: C=CC1CC1(NC(=O)C1CC(Oc2nccc3cc(OC)ccc23)CN1C(=O)OC(C)(C)C)C(=O)NS(=O)(=O)OC1(C(C)C)CC1. The reactants are C=CC1CC1(NC(=O)C1CC(Oc2nccc3cc(OC)ccc23)CN1C(=O)OC(C)(C)C)C(=O)O, CC(C)C1(OS(N)(=O)=O)CC1, CC(C)C1(O)CC1, NS(=O)(=O)Oc1ccccc1. The reactants are COC=1C=C2C(=CC=NC2=CC1OC)OC1=CC=C(N)C=C1 (4-[(6,7-dimethoxy-4-quinolyl)oxy]aniline), C(O)([O-])=O.[Na+] (sodium hydrogencarbonate), ClC(Cl)(OC(OC(Cl)(Cl)Cl)=O)Cl (Triphosgene), C(C1=CC=CC=C1)N1C[C@@H](CC1)N ((3R)-(−)-1-Benzyl-3-aminopyrrolidine). Solvent: C(C)N(CC)CC (triethylamine), C(Cl)(Cl)Cl (Chloroform). Reaction conditions: time 8 hour. The product is C(C1=CC=CC=C1)N1C[C@@H](CC1)NC(=O)NC1=CC=C(C=C1)OC1=CC=NC2=CC(=C(C=C12)OC)OC (N-[(3R)-1-Benzyltetrahydro-1H-3-pyrrolyl]-N′-{4-[(6,7-dimethoxy-4-quinolyl)oxy]phenyl}urea). Yield: 32.1%. As a reaction SMILES: [CH3:1][O:2][C:3]1[CH:4]=[C:5]2[C:10](=[CH:11][C:12]=1[O:13][CH3:14])[N:9]=[CH:8][CH:7]=[C:6]2[O:15][C:16]1[CH:22]=[CH:21][C:19]([NH2:20])=[CH:18][CH:17]=1.ClC(Cl)(O[C:27](=[O:33])OC(Cl)(Cl)Cl)Cl.[CH2:35]([N:42]1[CH2:46][CH2:45][C@@H:44]([NH2:47])[CH2:43]1)[C:36]1[CH:41]=[CH:40][CH:39]=[CH:38][CH:37]=1.C(=O)([O-])O.[Na+]>C(N(CC)CC)C.C(Cl)(Cl)Cl>[CH2:35]([N:42]1[CH2:46][CH2:45][C@@H:44]([NH:47][C:27]([NH:20][C:19]2[CH:21]=[CH:22][C:16]([O:15][C:6]3[C:5]4[C:10](=[CH:11][C:12]([O:13][CH3:14])=[C:3]([O:2][CH3:1])[CH:4]=4)[N:9]=[CH:8][CH:7]=3)=[CH:17][CH:18]=2)=[O:33])[CH2:43]1)[C:36]1[CH:37]=[CH:38][CH:39]=[CH:40][CH:41]=1 |f:3.4|. Procedure: Chloroform (10 ml) and triethylamine (2 ml) were added to 4-[(6,7-dimethoxy-4-quinolyl)oxy]aniline (100 mg) to prepare a solution. Triphosgene (110 mg) was added to the solution, and the mixture was stirred at room temperature for 30 min. (3R)-(−)-1-Benzyl-3-aminopyrrolidine (89 mg) was then added thereto, and the mixture was stirred at room temperature overnight. A saturated aqueous sodium hydrogencarbonate solution was added to the reaction solution, and the mixture was extracted with chlorofo... The reactants are O=C([O-])[O-], C#CCBr, COC(=O)C(Cc1c(Br)[nH]c2cc(Br)c(OC)c(Br)c12)NC(C)=O, CN(C)C=O, [K+], [K+], O. Yields the product C#CCn1c(Br)c(CC(NC(C)=O)C(=O)OC)c2c(Br)c(OC)c(Br)cc21. RXN SMILES: [C:25](=[O:26])([O-:27])[O-:28].[CH2:31]([C:32]#[CH:33])[Br:34].[CH3:1][O:2][C:3]([CH:4]([NH:5][C:6]([CH3:7])=[O:8])[CH2:9][c:10]1[c:11]([Br:23])[nH:12][c:13]2[cH:14][c:15]([Br:22])[c:16]([O:20][CH3:21])[c:17]([Br:19])[c:18]12)=[O:24].[CH3:36][N:37]([CH3:38])[CH:39]=[O:40].[K+:29].[K+:30].[OH2:35]>>[CH3:1][O:2][C:3]([CH:4]([NH:5][C:6]([CH3:7])=[O:8])[CH2:9][c:10]1[c:11]([Br:23])[n:12]([CH2:33][C:32]#[CH:31])[c:13]2[cH:14][c:15]([Br:22])[c:16]([O:20][CH3:21])[c:17]([Br:19])[c:18]12)=[O:24]. Reactants: FC=1C=CC(=C(N)C1)N1CCOCC1 (5-fluoro-2-morpholino aniline), C(=S)(Cl)Cl (thiophosgene). Solvent: O1CCOCC1 (dioxan), O (water). Conditions: temperature 0 celsius, time 1 hour. Yields the product FC=1C=CC(=C(C1)N=C=S)N1CCOCC1 (5-fluoro-2-morpholinophenyl isothiocyanate). As a reaction SMILES: [F:1][C:2]1[CH:3]=[CH:4][C:5]([N:9]2[CH2:14][CH2:13][O:12][CH2:11][CH2:10]2)=[C:6]([CH:8]=1)[NH2:7].[C:15](Cl)(Cl)=[S:16]>O1CCOCC1.O>[F:1][C:2]1[CH:3]=[CH:4][C:5]([N:9]2[CH2:10][CH2:11][O:12][CH2:13][CH2:14]2)=[C:6]([N:7]=[C:15]=[S:16])[CH:8]=1. Reported procedure: A mixture of 5-fluoro-2-morpholino aniline (6 g) and thiophosgene (5.2 g) in dioxan (20 ml) and water (40 ml) was stirred at 0° C. for 15 minutes and at room temperature for one hour to yield a residue which was extracted with dichloromethane to give an oil which was purified by chromatography on a silica gel column (mesh 100-200) using a 1:9 mixture of ethylacetate and hexane as eluant to give 5-fluoro-2-morpholinophenyl isothiocyanate as an oil. The reactants are CC(C)(C)OC(=O)CBr, O=C([O-])[O-], CN(C)C=O, [K+], [K+], O, O=C1c2ccccc2C(=O)N1O. Product: CC(C)(C)OC(=O)CON1C(=O)c2ccccc2C1=O. RXN SMILES: [Br:13][CH2:14][C:15](=[O:16])[O:17][C:18]([CH3:19])([CH3:20])[CH3:21].[C:22](=[O:23])([O-:24])[O-:25].[CH3:29][N:30]([CH3:31])[CH:32]=[O:33].[K+:26].[K+:27].[OH2:28].[OH:1][N:2]1[C:3](=[O:12])[c:4]2[c:5]([cH:8][cH:9][cH:10][cH:11]2)[C:6]1=[O:7]>>[O:1]([N:2]1[C:3](=[O:12])[c:4]2[c:5]([cH:8][cH:9][cH:10][cH:11]2)[C:6]1=[O:7])[CH2:14][C:15](=[O:16])[O:17][C:18]([CH3:19])([CH3:20])[CH3:21]. Reactants: ClC1=CC=C(CN2C(C=C(C3=CC=CC=C23)C=C2C(NC(S2)=O)=O)=O)C=C1 (5-[1-(4-chlorobenzyl)-2-oxo-1,2-dihydroquinolin-4-ylmethylidene]thiazolidine-2,4-dione), CC=1NC(=C(CC1C(=O)OCC)C(=O)OCC)C (diethyl 1,4-dihydro-2,6-dimethyl-3,5-pyridinedicarboxylate). Solvent: C1(=CC=CC=C1)C (toluene). Yields the product ClC1=CC=C(CN2C(C=C(C3=CC=CC=C23)CC2C(NC(S2)=O)=O)=O)C=C1 (5-[1-(4-chlorobenzyl)-2-oxo-1,2-dihydroquinolin-4-ylmethyl]thiazolidine-2,4-dione). Isolated yield 90.2%. As a reaction SMILES: [Cl:1][C:2]1[CH:27]=[CH:26][C:5]([CH2:6][N:7]2[C:16]3[C:11](=[CH:12][CH:13]=[CH:14][CH:15]=3)[C:10]([CH:17]=[C:18]3[S:22][C:21](=[O:23])[NH:20][C:19]3=[O:24])=[CH:9][C:8]2=[O:25])=[CH:4][CH:3]=1.CC1NC(C)=C(C(OCC)=O)CC=1C(OCC)=O>C1(C)C=CC=CC=1>[Cl:1][C:2]1[CH:3]=[CH:4][C:5]([CH2:6][N:7]2[C:16]3[C:11](=[CH:12][CH:13]=[CH:14][CH:15]=3)[C:10]([CH2:17][CH:18]3[S:22][C:21](=[O:23])[NH:20][C:19]3=[O:24])=[CH:9][C:8]2=[O:25])=[CH:26][CH:27]=1. Procedure: 0.96 g of 5-[1-(4-chlorobenzyl)-2-oxo-1,2-dihydroquinolin-4-ylmethylidene]thiazolidine-2,4-dione, 0.735 g of diethyl 1,4-dihydro-2,6-dimethyl-3,5-pyridinedicarboxylate, and 0.96 g of silica gel were added to 30 ml of toluene, followed by heating and refluxing overnight. The solvent was distilled off, and the residue was purified by silica gel column chromatography (dichloromethane:ethyl acetate of 10:1→3:1), and the purified product was recrystallized from a chloroform-ether mixed solvent, givin... The reactants are CC1(C)C2CCC1(CS(=O)(=O)O)C(=O)C2, Cc1ccccc1, Clc1ccccc1, OC1CCOc2ccccc21, Cc1ccc(S(=O)(=O)O)cc1, Cc1ccccc1C, c1ccccc1. The product is C1=Cc2ccccc2OC1. Reaction SMILES: [C:29]12([CH2:30][S:31]([OH:32])(=[O:33])=[O:34])[C:35]([CH3:36])([CH3:37])[CH:38]([CH2:39][CH2:40]1)[CH2:41][C:42]2=[O:43].[CH3:52][c:53]1[cH:54][cH:55][cH:56][cH:57][cH:58]1.[Cl:59][c:60]1[cH:61][cH:62][cH:63][cH:64][cH:65]1.[O:1]1[CH2:2][CH2:3][CH:4]([OH:11])[c:5]2[cH:6][cH:7][cH:8][cH:9][c:10]21.[c:18]1([CH3:19])[cH:20][cH:21][c:22]([S:23]([OH:24])(=[O:25])=[O:26])[cH:27][cH:28]1.[c:44]1([CH3:45])[c:46]([CH3:47])[cH:48][cH:49][cH:50][cH:51]1.[cH:12]1[cH:13][cH:14][cH:15][cH:16][cH:17]1>>[O:1]1[CH2:2][CH:3]=[CH:4][c:5]2[cH:6][cH:7][cH:8][cH:9][c:10]21. Starting materials: 3h, OC1=C(C=CC=C1)C1CC(CC(C1)=O)=O (5-(2-Hydroxyphenyl)-1,3-cyclohexanedione), C(C)O (ethanol), O (water). Yields the product C(C)OC1=CC(CC(C1)C1=C(C=CC=C1)O)=O (3-Ethoxy-5-(2-hydroxyphenyl)-2-cyclohexenone). RXN SMILES: [OH:1][C:2]1[CH:7]=[CH:6][CH:5]=[CH:4][C:3]=1[CH:8]1[CH2:13][C:12](=[O:14])[CH2:11][C:10](=[O:15])[CH2:9]1.O.[CH2:17](O)[CH3:18]>>[CH2:17]([O:14][C:12]1[CH2:13][CH:8]([C:3]2[CH:4]=[CH:5][CH:6]=[CH:7][C:2]=2[OH:1])[CH2:9][C:10](=[O:15])[CH:11]=1)[CH3:18]. Procedure details: 5-(2-Hydroxyphenyl)-1,3-cyclohexanedione (5.0 g) was dissolved in ethanol (225 ml). The solution was heated under reflux for 3h and diluted to 2 l. by the addition of water. The solid which separated out was collected by filtration, washed with water and dried. Recrystallisation from ethanol afforded the title compound (1.5 g) as pale yellow prisms m.p. 194°-197°. The solvent is CO (methanol). As a reaction SMILES: [CH3:1][S:2]([OH:5])(=[O:4])=[O:3].[C:6]([O:16][C:17]1[CH:22]=[CH:21][C:20]([C:23](=[NH:25])[NH2:24])=[CH:19][C:18]=1[O:26][CH3:27])(=[O:15])[CH:7]=[CH:8][C:9]1[CH:14]=[CH:13][CH:12]=[CH:11][CH:10]=1.[H][H]>[C].[Pd].CO>[CH3:1][S:2]([OH:5])(=[O:4])=[O:3].[C:9]1([CH2:8][CH2:7][C:6]([O:16][C:17]2[CH:22]=[CH:21][C:20]([C:23](=[NH:24])[NH2:25])=[CH:19][C:18]=2[O:26][CH3:27])=[O:15])[CH:10]=[CH:11][CH:12]=[CH:13][CH:14]=1 |f:0.1,3.4,6.7|. Starting materials: CS(=O)(=O)O.C(C=CC1=CC=CC=C1)(=O)OC1=C(C=C(C=C1)C(N)=N)OC (4-amidino-2-methoxyphenyl cinnamate methanesulfonate), [H][H] (Hydrogen). The yield is 74.6%. Reagents/catalysts: [C].[Pd] (palladium-carbon). Yields the product CS(=O)(=O)O.C1(=CC=CC=C1)CCC(=O)OC1=C(C=C(C=C1)C(N)=N)OC (4-amidino-2-methoxyphenyl 3-phenylpropionate methanesulfonate). Procedure: To 100 ml of methanol, were added 2.0 g of 4-amidino-2-methoxyphenyl cinnamate methanesulfonate and 0.5 g of a 10% palladium-carbon. Hydrogen was fed to the mixture which was stirred vigorously to facilitate absorption. The reaction mixture was freed from the insolubles by filtration and from the solvent by distillation. The residue was recrystallized from ethanol to obtain 1.5 g of the same 4-amidino-2-methoxyphenyl 3-phenylpropionate methanesulfonate. Starting materials: CC(C)=O, O=S(=O)(CCCl)c1cccc(C(F)(F)F)c1, [K+], [K+], O=C([O-])[O-], O=C(NCc1cccs1)c1cc2ccccc2nc1S. Yields the product O=C(NCc1cccs1)c1cc2ccccc2nc1SCCS(=O)(=O)c1cccc(C(F)(F)F)c1. Reaction SMILES: [CH3:43][C:44](=[O:45])[CH3:46].[Cl:7][CH2:8][CH2:9][S:10](=[O:11])(=[O:12])[c:13]1[cH:14][c:15]([C:19]([F:20])([F:21])[F:22])[cH:16][cH:17][cH:18]1.[K+:1].[K+:2].[O-:3][C:4]([O-:5])=[O:6].[SH:23][c:24]1[n:25][c:26]2[cH:27][cH:28][cH:29][cH:30][c:31]2[cH:32][c:33]1[C:34](=[O:35])[NH:36][CH2:37][c:38]1[s:39][cH:40][cH:41][cH:42]1>>[CH2:8]([CH2:9][S:10](=[O:11])(=[O:12])[c:13]1[cH:14][c:15]([C:19]([F:20])([F:21])[F:22])[cH:16][cH:17][cH:18]1)[S:23][c:24]1[n:25][c:26]2[cH:27][cH:28][cH:29][cH:30][c:31]2[cH:32][c:33]1[C:34](=[O:35])[NH:36][CH2:37][c:38]1[s:39][cH:40][cH:41][cH:42]1.